The task is: describe an organic reaction: reactants, conditions, products, and yield. This data is from the Open Reaction Database (ORD), a public repository of structured organic reaction records. The reactants are ClCCN[C@]12[C@@H]([C@H]3CC[C@@H]4[C@]5(CC=C(C([C@@H]5CC[C@]4([C@@]3(CC1)C)C)(C)C)C1=CC=C(C(=O)OC)C=C1)C)[C@@H](CC2)C(=C)C (methyl 4-((1R,3aS,5aR,5bR,7aR,11aS,11bR,13aR,13bR)-3a-((2-chloroethyl)amino)-5a,5b,8,8,11a-pentamethyl-1-(prop-1-en-2-yl)-2,3,3a,4,5,5a,5b,6,7,7a,8,11,11a,11b,12,13,13a,13b-octadecahydro-1H-cyclopenta[a]chrysen-9-yl)benzoate), [C@H]12COC[C@H](CCC1)N2 ((1R,5S)-3-oxa-9-azabicyclo[3.3.1]nonane), CCN(C(C)C)C(C)C (Hunig's Base). Solvent: CS(=O)C (DMSO). Reaction conditions: temperature 120 celsius. Yields the product [C@H]12COC[C@H](CCC1)N2CCN[C@]21[C@@H]([C@H]3CC[C@@H]4[C@]5(CC=C(C([C@@H]5CC[C@]4([C@@]3(CC2)C)C)(C)C)C2=CC=C(C(=O)OC)C=C2)C)[C@@H](CC1)C(=C)C (methyl 4-((1R,3aS,5aR,5bR,7aR,11aS,11bR,13aR,13bR)-3a-((2-((1R,5S)-3-oxa-9-azabicyclo[3.3.1]nonan-9-yl)ethyl)amino)-5a,5b,8,8,11a-pentamethyl-1-(prop-1-en-2-yl)-2,3,3a,4,5,5a,5b,6,7,7a,8,11,11a,11b,12,13,13a,13b-octadecahydro-1H-cyclopenta[a]chrysen-9-yl)benzoate). As a reaction SMILES: Cl[CH2:2][CH2:3][NH:4][C@:5]12[CH2:40][CH2:39][C@@H:38]([C:41]([CH3:43])=[CH2:42])[C@@H:6]1[C@@H:7]1[C@@:20]([CH3:23])([CH2:21][CH2:22]2)[C@@:19]2([CH3:24])[C@@H:10]([C@:11]3([CH3:37])[C@@H:16]([CH2:17][CH2:18]2)[C:15]([CH3:26])([CH3:25])[C:14]([C:27]2[CH:36]=[CH:35][C:30]([C:31]([O:33][CH3:34])=[O:32])=[CH:29][CH:28]=2)=[CH:13][CH2:12]3)[CH2:9][CH2:8]1.[C@@H:44]12[NH:52][C@@H:48]([CH2:49][CH2:50][CH2:51]1)[CH2:47][O:46][CH2:45]2.CCN(C(C)C)C(C)C>CS(C)=O>[C@@H:48]12[N:52]([CH2:2][CH2:3][NH:4][C@:5]34[CH2:40][CH2:39][C@@H:38]([C:41]([CH3:43])=[CH2:42])[C@@H:6]3[C@@H:7]3[C@@:20]([CH3:23])([CH2:21][CH2:22]4)[C@@:19]4([CH3:24])[C@@H:10]([C@:11]5([CH3:37])[C@@H:16]([CH2:17][CH2:18]4)[C:15]([CH3:26])([CH3:25])[C:14]([C:27]4[CH:36]=[CH:35][C:30]([C:31]([O:33][CH3:34])=[O:32])=[CH:29][CH:28]=4)=[CH:13][CH2:12]5)[CH2:9][CH2:8]3)[C@@H:44]([CH2:51][CH2:50][CH2:49]1)[CH2:45][O:46][CH2:47]2. Procedure: A mixture of methyl 4-((1R,3aS,5aR,5bR,7aR,11aS,11bR,13aR,13bR)-3a-((2-chloroethyl)amino)-5a,5b,8,8,11a-pentamethyl-1-(prop-1-en-2-yl)-2,3,3a,4,5,5a,5b,6,7,7a,8,11,11a,11b,12,13,13a,13b-octadecahydro-1H-cyclopenta[a]chrysen-9-yl)benzoate (20 mg, 0.033 mmol), (1R,5S)-3-oxa-9-azabicyclo[3.3.1]nonane (16.78 mg, 0.132 mmol) and Hunig's Base (0.029 mL, 0.165 mmol) in DMSO (1 mL) was heated to 120° C. for 1 h. The reaction mixture was quenched with distilled water (2 mL), extracted with dichloromethan... Starting materials: COC1=CC=C2CCC(CC2=C1)N(CCC)C1CCNCC1 ((7-methoxy-1,2,3,4-tetrahydro-naphthalen-2-yl)-piperidin-4-yl-propyl-amine), solution, N1(CCOCC1)C(=O)Cl (morpholine 4-carbonyl chloride). Solvent: ClCCl (dichloromethane), CCN(C(C)C)C(C)C (DIEA). Reaction conditions: temperature 25 celsius, time 24 hour. The product is COC1=CC=C2CCC(CC2=C1)N(C1CCN(CC1)C(=O)N1CCOCC1)CCC ({4-[(7-Methoxy-1,2,3,4-tetrahydro-naphthalen-2yl)-propyl-amino]-piperidin-1-yl}-morpholin-4-yl-methanone). As a reaction SMILES: [CH3:1][O:2][C:3]1[CH:12]=[C:11]2[C:6]([CH2:7][CH2:8][CH:9]([N:13]([CH:17]3[CH2:22][CH2:21][NH:20][CH2:19][CH2:18]3)[CH2:14][CH2:15][CH3:16])[CH2:10]2)=[CH:5][CH:4]=1.[N:23]1([C:29](Cl)=[O:30])[CH2:28][CH2:27][O:26][CH2:25][CH2:24]1>ClCCl.CCN(C(C)C)C(C)C>[CH3:1][O:2][C:3]1[CH:12]=[C:11]2[C:6]([CH2:7][CH2:8][CH:9]([N:13]([CH2:14][CH2:15][CH3:16])[CH:17]3[CH2:18][CH2:19][N:20]([C:29]([N:23]4[CH2:28][CH2:27][O:26][CH2:25][CH2:24]4)=[O:30])[CH2:21][CH2:22]3)[CH2:10]2)=[CH:5][CH:4]=1. Reported procedure: To a solution of (7-methoxy-1,2,3,4-tetrahydro-naphthalen-2-yl)-piperidin-4-yl-propyl-amine (200 μL of 0.025 M in dichloromethane, 50 μmole) was added 200 μL of 0.25 M solution of morpholine 4-carbonyl chloride in dichloromethane and 30 μL of DIEA. The solution was allowed to stir for 24 h at 25° C. under N2. Concentrated in vacuo. The final product was isolated by preparative RPHPLC (YMC Combiprep ODS-A column, 10-90% acetonitrile: water (0.1% TFA)) to afford {4-[(7-methoxy-1,2,3,4-tetrahydro-n... The reactants are CCOC(=O)CP(=O)(OCC)OCC, CC(=O)c1ccc2c(c1)C(C)(C)CCC2(C)C. The product is CCOC(=O)C=C(C)c1ccc2c(c1)C(C)(C)CCC2(C)C. RXN SMILES: [CH3:18][CH2:19][O:20][C:21](=[O:22])[CH2:23][P:24]([O:25][CH2:26][CH3:27])([O:28][CH2:29][CH3:30])=[O:31].[CH3:1][C:2]1([CH3:17])[c:3]2[cH:4][cH:5][c:6]([C:14]([CH3:15])=[O:16])[cH:7][c:8]2[C:9]([CH3:12])([CH3:13])[CH2:10][CH2:11]1>>[CH3:1][C:2]1([CH3:17])[c:3]2[cH:4][cH:5][c:6]([C:14]([CH3:15])=[CH:23][C:21]([O:20][CH2:19][CH3:18])=[O:22])[cH:7][c:8]2[C:9]([CH3:12])([CH3:13])[CH2:10][CH2:11]1. The reactants are C(C1=CC=CC=C1)OC(CCC(=O)O)=O (succinic acid monobenzyl ester), C(C(=O)Cl)(=O)Cl (oxalyl chloride). Run in C1=CC=CC=C1 (benzene). Reaction conditions: time 5 hour. Product: ClC(=O)CCC(=O)OCC1=CC=CC=C1 (benzyl 3-chloroformylpropionate). As a reaction SMILES: [CH2:1]([O:8][C:9](=[O:15])[CH2:10][CH2:11][C:12](O)=[O:13])[C:2]1[CH:7]=[CH:6][CH:5]=[CH:4][CH:3]=1.C(Cl)(=O)C([Cl:19])=O>C1C=CC=CC=1>[Cl:19][C:12]([CH2:11][CH2:10][C:9]([O:8][CH2:1][C:2]1[CH:7]=[CH:6][CH:5]=[CH:4][CH:3]=1)=[O:15])=[O:13]. Reported procedure: To a solution of 5 g of succinic acid monobenzyl ester in 60 ml of benzene was added 11 ml of oxalyl chloride. After 5 hrs at 20° C., gas evolution ceased and the solvent and excess oxalyl chloride was evaporated at 20° C. The residue was held at 1 torr for 1 hr to yield 5.19 g of crude benzyl 3-chloroformylpropionate; ir 1788 and 1735 cm-1.